From a dataset of the Open Reaction Database (ORD), a public repository of structured organic reaction records. describe an organic reaction: reactants, conditions, products, and yield Starting materials: FC1=C(C=CC(=C1)C)C(=CC1=NN=NN1C)C1=C(C=C(C=C1)C)F (1,1-bis(2-fluoro-4-methylphenyl)-2-(1-methyl-1H-tetrazol-5-yl)ethene), C(CCC)[Li] (butyl lithium), solution, C(=O)OCC (ethyl formate). Solvent: O1CCCC1 (tetrahydrofuran). Conditions: time 15 minute. The product is FC1=C(C=CC(=C1)C)C(=C(C=O)C1=NN=NN1C)C1=C(C=C(C=C1)C)F (3,3-Bis(2-fluoro-4-methylphenyl)-2-(1-methyl-1H-tetrazol-5-yl)-2-propenal). Yield: 37.3%. Reaction SMILES: [F:1][C:2]1[CH:7]=[C:6]([CH3:8])[CH:5]=[CH:4][C:3]=1[C:9]([C:17]1[CH:22]=[CH:21][C:20]([CH3:23])=[CH:19][C:18]=1[F:24])=[CH:10][C:11]1[N:15]([CH3:16])[N:14]=[N:13][N:12]=1.C([Li])CCC.[CH:30](OCC)=[O:31]>O1CCCC1>[F:24][C:18]1[CH:19]=[C:20]([CH3:23])[CH:21]=[CH:22][C:17]=1[C:9]([C:3]1[CH:4]=[CH:5][C:6]([CH3:8])=[CH:7][C:2]=1[F:1])=[C:10]([C:11]1[N:15]([CH3:16])[N:14]=[N:13][N:12]=1)[CH:30]=[O:31]. Reported procedure: To a solution of 1,1-bis(2-fluoro-4-methylphenyl)-2-(1-methyl-1H-tetrazol-5-yl)ethene (1.6 g, 5.0 mmoles) in tetrahydrofuran (20 mL) at -78° C. was added butyl lithium (2.3 mL of a 2.2M solution, 5 mmoles). After stirring for 15 minutes, ethyl formate (0.44 g, 6.0 mmoles) was added and the solution stirred with cooling for 2 hours. The reaction was quenched with 1N hydrochloric acid and the mixture extracted with diethyl ether. The extracts were dried (MgSO4) and evaporated. The residue was crys... The reactants are CS(=O)(=O)Cl, CCn1c(-c2ccc(OCCN)cc2)c(C#N)c2ccc(OC)cc21, c1ccncc1. Yields the product CCn1c(-c2ccc(OCCNS(C)(=O)=O)cc2)c(C#N)c2ccc(OC)cc21. RXN SMILES: [CH3:26][S:27]([Cl:28])(=[O:29])=[O:30].[NH2:1][CH2:2][CH2:3][O:4][c:5]1[cH:6][cH:7][c:8](-[c:11]2[n:12]([CH2:24][CH3:25])[c:13]3[cH:14][c:15]([O:22][CH3:23])[cH:16][cH:17][c:18]3[c:19]2[C:20]#[N:21])[cH:9][cH:10]1.[cH:31]1[cH:32][cH:33][n:34][cH:35][cH:36]1>>[NH:1]([CH2:2][CH2:3][O:4][c:5]1[cH:6][cH:7][c:8](-[c:11]2[n:12]([CH2:24][CH3:25])[c:13]3[cH:14][c:15]([O:22][CH3:23])[cH:16][cH:17][c:18]3[c:19]2[C:20]#[N:21])[cH:9][cH:10]1)[S:27]([CH3:26])(=[O:29])=[O:30]. Reactants: C(C)(C)(C)OC(=O)N1CCC(CC1)N(CC(C)(C)O)CC1=C(N=C(S1)Cl)Cl (4-{[(2,4-dichloro-thiazol-5-yl)methyl]-(2-hydroxy-2-methyl-propyl)-amino}-piperidine-1-carboxylic acid tert-butyl ester), C1(=CC=CC=C1)OC (anisole), FC(C(=O)O)(F)F (trifluoroacetic acid). The solvent is ClCCl (dichloromethane). Run at time 2 hour. Product: OC(CN(C1CCNCC1)CC1=C(N=C(S1)Cl)Cl)(C)C (N-(2-hydroxy-2-methylpropyl)-N-[(2,4-dichloro-1,3-thiazol-5-yl)methyl]piperidin-4-amine). The yield is 99.9%. Reaction SMILES: C(OC([N:8]1[CH2:13][CH2:12][CH:11]([N:14]([CH2:20][C:21]2[S:25][C:24]([Cl:26])=[N:23][C:22]=2[Cl:27])[CH2:15][C:16]([OH:19])([CH3:18])[CH3:17])[CH2:10][CH2:9]1)=O)(C)(C)C.C1(OC)C=CC=CC=1.FC(F)(F)C(O)=O>ClCCl>[OH:19][C:16]([CH3:18])([CH3:17])[CH2:15][N:14]([CH2:20][C:21]1[S:25][C:24]([Cl:26])=[N:23][C:22]=1[Cl:27])[CH:11]1[CH2:10][CH2:9][NH:8][CH2:13][CH2:12]1. Reported procedure: Add 4-{[(2,4-dichloro-thiazol-5-yl)methyl]-(2-hydroxy-2-methyl-propyl)-amino}-piperidine-1-carboxylic acid tert-butyl ester (0.4487 g, 1.02 mmol) to a stirred solution of dichloromethane (60 mL) and anisole (9.0 mL, 82.8 mmol). Cool the reaction to 0° C. Add the trifluoroacetic acid (6.0 mL, 72.9 mmol). Stir the reaction for 10 minutes at 0° C. and then for 2 hours at room temperature. The reaction is loaded directly onto a 10 g prepacked SCX-2 cartridge and washed with methanol (200 mL). The pr... The reactants are BrCCBr (1,2-dibromoethane), ClC(C(=O)OC)(Cl)Cl (methyl trichloroacetate), C[Si](C)(C)Cl (trimethylsilyl chloride). The reagents and catalysts are [Zn] (zinc). Solvent: CCCCCC (hexane), O1CCCC1 (tetrahydrofuran). Conditions: time 1 hour. The product is ClC(=C(O[Si](C)(C)C)OC)Cl ((2,2-dichloro-1-methoxy-vinyloxy)-trimethyl-silane). Yield: 62.0%. As a reaction SMILES: BrCCBr.[Cl:5][C:6]([Cl:12])(Cl)[C:7]([O:9][CH3:10])=[O:8].[CH3:13][Si:14](Cl)([CH3:16])[CH3:15]>O1CCCC1.CCCCCC.[Zn]>[Cl:5][C:6]([Cl:12])=[C:7]([O:9][CH3:10])[O:8][Si:14]([CH3:16])([CH3:15])[CH3:13]. Reported procedure: To a suspension of 5.9 g (0.091 g-atom) of zinc powder (−325 mesh) in 40 mL of tetrahydrofuran was added 0.2 mL of 1,2-dibromoethane. The mixture was heated at gentle reflux for 30 minutes. The mixture was cooled to room temperature and 7.1 mL (0.06 mole) of methyl trichloroacetate was added dropwise, followed by 9.1 mL (0.097 mole) of trimethylsilyl chloride at rate such the internal temperature was below 50 degrees. The mixture was stirred at room temperature for 1 hour and then diluted with h... Starting materials: C1(=CC=CC=C1)C(C1=CC=CC=C1)OC(=O)C1=C(CS([C@H]2N1C([C@H]2NC(\C(=N/OC(C2=CC=CC=C2)(C2=CC=CC=C2)C2=CC=CC=C2)\C=2N=C(SC2)NC(=O)OC(C)(C)C)=O)=O)=O)SC(C)SC2=NNC=N2 (7β-[(Z)-2-(2-t-butoxycarbonylaminothiazol-4-yl)-2-trityloxyiminoacetylamino]-3-(1-methyl-1,2,4-triazol-3-ylthiomethylthio)-3-cephem-4-carboxylic acid diphenylmethyl ester 1-oxide), P(Cl)(Cl)Cl (phosphorus trichloride), C(O)([O-])=O.[Na+] (sodium hydrogen carbonate), C(C)(=O)OCC (ethyl acetate). The solvent is CN(C=O)C (dimethylformamide). Run at time 20 minute. Yields the product C1(=CC=CC=C1)C(C1=CC=CC=C1)OC(=O)C1=CCS[C@H]2N1C(C2)=O (3-cephem-4-carboxylic acid diphenylmethyl ester). Yield: 267.7%. Reaction SMILES: [C:1]1([CH:7]([O:14][C:15]([C:17]2[N:22]3[C:23](=[O:63])[C@@H:24](NC(=O)/C(/C4N=C(NC(OC(C)(C)C)=O)SC=4)=N\OC(C4C=CC=CC=4)(C4C=CC=CC=4)C4C=CC=CC=4)[C@H:21]3[S:20](=O)[CH2:19][C:18]=2SC(SC2N=CNN=2)C)=[O:16])[C:8]2[CH:13]=[CH:12][CH:11]=[CH:10][CH:9]=2)[CH:6]=[CH:5][CH:4]=[CH:3][CH:2]=1.P(Cl)(Cl)Cl.C(=O)([O-])O.[Na+].C(OCC)(=O)C>CN(C)C=O>[C:1]1([CH:7]([O:14][C:15]([C:17]2[N:22]3[C:23](=[O:63])[CH2:24][C@H:21]3[S:20][CH2:19][CH:18]=2)=[O:16])[C:8]2[CH:9]=[CH:10][CH:11]=[CH:12][CH:13]=2)[CH:2]=[CH:3][CH:4]=[CH:5][CH:6]=1 |f:2.3|. Reported procedure: To a solution of 7β-[(Z)-2-(2-t-butoxycarbonylaminothiazol-4-yl)-2-trityloxyiminoacetylamino]-3-(1-methyl-1,2,4-triazol-3-ylthiomethylthio)-3-cephem-4-carboxylic acid diphenylmethyl ester 1-oxide (1.78 g: 1.69 mMol.) in dimethylformamide (15 ml) at -20° C. is added phosphorus trichloride (0.42 ml: 4.18 mMol.), and the mixture is stirred at the same temperature for 20 minutes. The reaction mixture is poured into two layers of cold aqueous sodium hydrogen carbonate and ethyl acetate. The organic l... Starting materials: C(Cl)Cl (methylene chloride), C(C1=CC=CC=C1)=NN1C(N(CC1)[C@@]1(CN2C([C@H]([C@H]2S1)NC(CC1=CC=CC=C1)=O)=O)C(=O)OCC1=CC=C(C=C1)[N+](=O)[O-])=O ((3R,5R,6R)-3-(3-benzylideneamino-2-oxoimidazolidin-1-yl)-3-(p-nitrobenzyloxycarbonyl)-7-oxo-6-phenylacetamido-4-thia-1-azabicyclo[3.2.0]heptane), [N+](=O)([O-])C1=C(C=CC(=C1)[N+](=O)[O-])NN (2,4-dinitrophenylhydrazine), O.C1(=CC=C(C=C1)S(=O)(=O)O)C (p-toluenesulfonic acid monohydrate). The solvent is CO (methanol). Conditions: time 1.5 hour. The product is NN1C(N(CC1)[C@@]1(CN2C([C@H]([C@H]2S1)NC(CC1=CC=CC=C1)=O)=O)C(=O)OCC1=CC=C(C=C1)[N+](=O)[O-])=O ((3R,5R,6R)-3-(3-amino-2-oxoimidazolidin-1-yl)-3-(p-nitrobenzyloxycarbonyl)-7-oxo-6-phenylacetamido-4-thia-1-azabicyclo[3.2.0] heptane). Isolated yield 60.5%. As a reaction SMILES: C(Cl)Cl.C(=[N:11][N:12]1[CH2:16][CH2:15][N:14]([C@@:17]2([C:35]([O:37][CH2:38][C:39]3[CH:44]=[CH:43][C:42]([N+:45]([O-:47])=[O:46])=[CH:41][CH:40]=3)=[O:36])[S:23][C@H:22]3[N:19]([C:20](=[O:34])[C@H:21]3[NH:24][C:25](=[O:33])[CH2:26][C:27]3[CH:32]=[CH:31][CH:30]=[CH:29][CH:28]=3)[CH2:18]2)[C:13]1=[O:48])C1C=CC=CC=1.[N+](C1C=C([N+]([O-])=O)C=CC=1NN)([O-])=O.O.C1(C)C=CC(S(O)(=O)=O)=CC=1>CO>[NH2:11][N:12]1[CH2:16][CH2:15][N:14]([C@@:17]2([C:35]([O:37][CH2:38][C:39]3[CH:40]=[CH:41][C:42]([N+:45]([O-:47])=[O:46])=[CH:43][CH:44]=3)=[O:36])[S:23][C@H:22]3[N:19]([C:20](=[O:34])[C@H:21]3[NH:24][C:25](=[O:33])[CH2:26][C:27]3[CH:32]=[CH:31][CH:30]=[CH:29][CH:28]=3)[CH2:18]2)[C:13]1=[O:48] |f:3.4|. Procedure details: In a mixed solvent consisting of 30 ml of methylene chloride and 15 ml of methanol was dissolved 3.00 g of (3R,5R,6R)-3-(3-benzylideneamino-2-oxoimidazolidin-1-yl)-3-(p-nitrobenzyloxycarbonyl)-7-oxo-6-phenylacetamido-4-thia-1-azabicyclo[3.2.0]heptane. To the solution were added 1.89 g of 2,4-dinitrophenylhydrazine and 850 mg of p-toluenesulfonic acid monohydrate in this order. The mixture was stirred at room temperature for 1.5 hours. Then, the insolubles were removed by filtration. The filtrate... The reactants are N1C(CCC1)=O (2-pyrrolidone), C1(=C(C=CC=C1)N)N (o-phenylenediamine), C1(=CC=C(C=C1)S(=O)(=O)O)C (p-toluenesulfonic acid). Product: NCCCC=1NC2=C(N1)C=CC=C2 (2-(3-aminopropyl)benzimidazole). Reaction SMILES: [NH:1]1[CH2:5][CH2:4][CH2:3][C:2]1=O.[C:7]1([NH2:14])[CH:12]=[CH:11][CH:10]=[CH:9][C:8]=1[NH2:13].C1(C)C=CC(S(O)(=O)=O)=CC=1>>[NH2:1][CH2:5][CH2:4][CH2:3][C:2]1[NH:13][C:8]2[CH:9]=[CH:10][CH:11]=[CH:12][C:7]=2[N:14]=1. Procedure details: A mixture of 2-pyrrolidone (42.5 g; 0.5 mole) and o-phenylenediamine (54 g; 0.5 mole) was heated with p-toluenesulfonic acid (4.3 g) at 195°-207° for 6 hrs. while removing water (8.5 g) by distillation. A virtually quantitative yield of 2-(3-aminopropyl)benzimidazole was obtained. Reactants: [N+](=O)([O-])C=1C=C(C(=O)CC#N)C=CC1 (2-(3-nitrobenzoyl)acetonitrile), C1(=CC=CC=C1)N(C=N)C1=CC=CC=C1 (N,N-diphenylformamidine). Run in C=1(C(=CC=CC1)C)C (xylene), xylenes. Run at time 3 hour. Product: [N+](=O)([O-])C=1C=C(C(=O)C(C#N)=CNC2=CC=CC=C2)C=CC1 (2-(3-nitrobenzoyl)-3-phenylaminoacrylonitrile). The yield is 74.0%. Reaction SMILES: [N+:1]([C:4]1[CH:5]=[C:6]([CH:12]=[CH:13][CH:14]=1)[C:7]([CH2:9][C:10]#[N:11])=[O:8])([O-:3])=[O:2].[C:15]1([N:21](C2C=CC=CC=2)[CH:22]=N)[CH:20]=[CH:19][CH:18]=[CH:17][CH:16]=1>C1(C)C(C)=CC=CC=1>[N+:1]([C:4]1[CH:5]=[C:6]([CH:12]=[CH:13][CH:14]=1)[C:7]([C:9](=[CH:22][NH:21][C:15]1[CH:20]=[CH:19][CH:18]=[CH:17][CH:16]=1)[C:10]#[N:11])=[O:8])([O-:3])=[O:2]. Procedure details: A mixture of 2-(3-nitrobenzoyl)acetonitrile (13.75 g, 72.3 mmol) and N,N-diphenylformamidine (14.2 g, 72.3 mmol) in xylene (200 ml) was heated at reflux under nitrogen atmosphere. After 3 h, the reaction mixture was cooled to room temperature and diluted with xylenes to give 2-(3-nitrobenzoyl)-3-phenylaminoacrylonitrile (15.7 g) as a yellow solid. Starting materials: [H-].[Na+] (sodium hydride), O (water), Triethyl phosphonoacetate, O1CCCC1 (tetrahydrofuran), C(C)(C)N1CCC(CC1)C=O (1-isopropylpiperidine-4-carbaldehyde), O1CCCC1 (tetrahydrofuran). Run in C(C)OCC (diethyl ether), oil. Reaction conditions: time 20 minute. The product is C(C)(C)N1CCC(CC1)C=CC(=O)OCC (ethyl 3-(1-isopropylpiperidin-4-yl)acrylate). Reaction SMILES: [H-].[Na+].[CH:3]([N:6]1[CH2:11][CH2:10][CH:9]([CH:12]=O)[CH2:8][CH2:7]1)([CH3:5])[CH3:4].[OH2:14].[O:15]1[CH2:19][CH2:18][CH2:17][CH2:16]1>C(OCC)C>[CH:3]([N:6]1[CH2:7][CH2:8][CH:9]([CH:12]=[CH:17][C:16]([O:15][CH2:19][CH3:18])=[O:14])[CH2:10][CH2:11]1)([CH3:4])[CH3:5] |f:0.1|. Procedure details: Triethyl phosphonoacetate (7.96 g) is dissolved in tetrahydrofuran (50 ml) and thereto is added gradually 60% sodium hydride in oil (1.45 g) under ice-cooling. After stirring for 20 minutes under ice-cooling, to the mixture is added 1-isopropylpiperidine-4-carbaldehyde (5.03 g) obtained in Reference Example 134(2) in tetrahydrofuran (25 ml). The reaction solution is stirred for 3 hours, diluted with diethyl ether, thereto is added water and the mixture is extracted with ethyl acetate. The organi...